Dataset: the Open Reaction Database (ORD), a public repository of structured organic reaction records. Task: describe an organic reaction: reactants, conditions, products, and yield Reaction SMILES: [BH4-].[Na+].[CH3:3][C:4]1[C:12]2[CH:11]=[CH:10][CH:9]=[CH:8][C:7]=2[N:6]2[CH2:13][CH2:14][C:15](=[O:16])[C:5]=12>CO>[CH3:3][C:4]1[C:12]2[CH:11]=[CH:10][CH:9]=[CH:8][C:7]=2[N:6]2[CH2:13][CH2:14][CH:15]([OH:16])[C:5]=12 |f:0.1|. Yield: 59.0%. Yields the product CC1=C2N(C=3C=CC=CC13)CCC2O (2,3-Dihydro-9-methyl-1H-pyrrolo[1,2-a]indol-1-ol). Procedure details: Sodium borohydride (1.368 g, 36 mmole) was added portionwise to a solution of 2,3-dihydro-9-methyl-1H-pyrrolo[1,2-a]indol-1-one, prepared by the process of Example 1, Step 1, (2.22 g, 12 mmole) in methanol (200 mL). The reaction mixture was stirred at 25° C. for 2 hours, evaporated to near-dryness, and the residue suspended in water (150 mL). The product was extracted with chloroform (3×75 mL), and the combined organic layer dried over MgSO4, filtered, and evaporated to dryness. The residue was ... Reactants: [BH4-].[Na+] (Sodium borohydride), CC1=C2N(C=3C=CC=CC13)CCC2=O (2,3-dihydro-9-methyl-1H-pyrrolo[1,2-a]indol-1-one). Run in CO (methanol). Run at temperature 25 celsius, time 2 hour. RXN SMILES: C([O-])(=[O:8])C1C=CC=NC=1.[Na+].[N:11]1[CH:16]=[CH:15][N:14]=[CH:13][C:12]=1[C:17]([OH:19])=[O:18].[Na:20]>>[OH:8][C:15]1[N:14]=[CH:13][C:12]([C:17]([OH:19])=[O:18])=[N:11][CH:16]=1.[Na:20] |f:0.1,2.3,4.5,^1:19,30|. The reactants are N1=C(C=NC=C1)C(=O)O.[Na] (pyrazinecarboxylic acid sodium), C(C1=CN=CC=C1)(=O)[O-].[Na+] (sodium nicotinate), 10, N1=C(C=NC=C1)C(=O)O.[Na] (pyrazinecarboxylic acid sodium). Procedure details: Pseudomonas acidovorans DSM 4746 was cultivated in a mineral salt medium (Table 1 below) under a continuous addition of sodium nicotinate (0.6 g/l/h) in a fermenter at a pH of 7.0 and at a temperature of 30° C. to an optical density, at 650 nm, of 10. Then the cells were centrifuged off and resuspended in a 2 liter solution, containing 1 mol (146 g) of pyrazinecarboxylic acid-sodium salt, at pH 7.0. The optical density at 650 nm was then 20. After an incubation time of 16 hours under aerobic con... Reaction conditions: temperature 0 celsius. The yield is 67.0%. Solvent: solution. The product is OC=1N=CC(=NC1)C(=O)O.[Na] (5-hydroxypyrazinecarboxylic acid sodium). Starting materials: NC1=C(C(=O)NC2=CC=NC=C2)C=C(C=N1)Br (2-amino-5-bromo-N-pyridin-4-yl-nicotinamide), C(=O)C1=CC=C(C=C1)B(O)O (4-formylbenzene-boronic acid). The product is NC1=C(C(=O)NC2=CC=NC=C2)C=C(C=N1)C1=CC=C(C=C1)C=O (2-Amino-5-(4-formyl-phenyl)-N-pyridin-4-yl-nicotinamide). As a reaction SMILES: [NH2:1][C:2]1[N:16]=[CH:15][C:14](Br)=[CH:13][C:3]=1[C:4]([NH:6][C:7]1[CH:12]=[CH:11][N:10]=[CH:9][CH:8]=1)=[O:5].[CH:18]([C:20]1[CH:25]=[CH:24][C:23](B(O)O)=[CH:22][CH:21]=1)=[O:19]>>[NH2:1][C:2]1[N:16]=[CH:15][C:14]([C:23]2[CH:24]=[CH:25][C:20]([CH:18]=[O:19])=[CH:21][CH:22]=2)=[CH:13][C:3]=1[C:4]([NH:6][C:7]1[CH:12]=[CH:11][N:10]=[CH:9][CH:8]=1)=[O:5]. Procedure details: Reaction of 2-amino-5-bromo-N-pyridin-4-yl-nicotinamide with 4-formylbenzene-boronic acid gives “A75”; method 1: HPLC/MS: 1.29 min, [M+H]=319;